From a dataset of the Open Reaction Database (ORD), a public repository of structured organic reaction records. describe an organic reaction: reactants, conditions, products, and yield The reactants are Cl.ClCCCOC1=CC=C2C(=NC=NC2=C1)NC=1C=NN(C1)CC(=O)OC(C)(C)C (tert-butyl (4-{[7-(3-chloropropoxy)quinazolin-4-yl]amino}-1H-pyrazol-1-yl)acetate hydrochloride). The solvent is FC(C(=O)O)(F)F (trifluoroacetic acid). The product is Cl (hydrochloric acid), ClCCCOC1=CC=C2C(=NC=NC2=C1)NC=1C=NN(C1)CC(=O)O ((4-{[7-(3-chloropropoxy)quinazolin-4-yl]amino}-1H-pyrazol-1-yl)acetic acid). Isolated yield 197.1%. RXN SMILES: Cl.[Cl:2][CH2:3][CH2:4][CH2:5][O:6][C:7]1[CH:16]=[C:15]2[C:10]([C:11]([NH:17][C:18]3[CH:19]=[N:20][N:21]([CH2:23][C:24]([O:26]C(C)(C)C)=[O:25])[CH:22]=3)=[N:12][CH:13]=[N:14]2)=[CH:9][CH:8]=1>FC(F)(F)C(O)=O>[ClH:2].[Cl:2][CH2:3][CH2:4][CH2:5][O:6][C:7]1[CH:16]=[C:15]2[C:10]([C:11]([NH:17][C:18]3[CH:19]=[N:20][N:21]([CH2:23][C:24]([OH:26])=[O:25])[CH:22]=3)=[N:12][CH:13]=[N:14]2)=[CH:9][CH:8]=1 |f:0.1|. Procedure: A solution of tert-butyl (4-{[7-(3-chloropropoxy)quinazolin-4-yl]amino}-1H-pyrazol-1-yl)acetate hydrochloride (7.33 g, 16.1 mmol) in trifluoroacetic acid (60 ml) was stirred at room temperature for 30 minutes. The mixture was concentrated and the residue was suspended in water (120 ml), basified to pH 12 with 40% aqueous sodium hydroxide solution and then re-acidified to pH 4.8 with 2N aqueous hydrochloric acid to give (4-{[7-(3-chloropropoxy)quinazolin-4-yl]amino}-1H-pyrazol-1-yl)acetic acid (5... The reactants are CC(=O)N(C)C1=CC2=C(C=C1)C=CN2, C1CC1NC2=CC(=NC3=C(C=NN23)C#N)Cl. Reagents/catalysts: C(=O)([O-])[O-].[Cs+].[Cs+], CC1(C2=C(C(=CC=C2)P(C3=CC=CC=C3)C4=CC=CC=C4)OC5=C1C=CC=C5P(C6=CC=CC=C6)C7=CC=CC=C7)C, C1=CC=C(C=C1)/C=C/C(=O)/C=C/C2=CC=CC=C2.C1=CC=C(C=C1)/C=C/C(=O)/C=C/C2=CC=CC=C2.C1=CC=C(C=C1)/C=C/C(=O)/C=C/C2=CC=CC=C2.[Pd].[Pd]. The solvent is CC(=O)N(C)C. Reaction conditions: temperature 150 celsius. Yields the product CC(=O)N(C)C1=CC2=C(C=C1)C=CN2C3=NC4=C(C=NN4C(=C3)NC5CC5)C#N. Yield: 15.9%. Procedure details: In microwave tube, added 5-chloro-7-(cyclopropylamino)pyrazolo[1,5-a]pyrimidine-3-carbonitrile (84mg), N-(1H-indol-6-yl)-N-methylacetamide (67 mg), Pd2(dba)3 (16 mg), (9,9-dimethyl-9H-xanthene-4,5-diyl)bis(diphenylphosphine) (20mg) cesium carbonate(129 mg) in anhydrous DMA (0.5mL). under microwave 150C for 30 min.  the mixture was filtered. washed with MeOH. combinde organic solvent, dried to dryness. The residue solid was washed with MeOH to give about 22mg offwhite solid (product.